The task is: describe an organic reaction: reactants, conditions, products, and yield. This data is from the Open Reaction Database (ORD), a public repository of structured organic reaction records. Reactants: CSc1ncc(-c2ccc(OCc3ccccc3)cn2)c(=O)n1C, C1COCCO1, Cl, Nc1ccccc1. Yields the product Cn1c(Nc2ccccc2)ncc(-c2ccc(OCc3ccccc3)cn2)c1=O. RXN SMILES: [CH2:1]([c:2]1[cH:3][cH:4][cH:5][cH:6][cH:7]1)[O:8][c:9]1[cH:10][cH:11][c:12](-[c:15]2[c:16](=[O:24])[n:17]([CH3:23])[c:18]([S:21][CH3:22])[n:19][cH:20]2)[n:13][cH:14]1.[CH2:33]1[O:34][CH2:35][CH2:36][O:37][CH2:38]1.[ClH:32].[NH2:25][c:26]1[cH:27][cH:28][cH:29][cH:30][cH:31]1>>[CH2:1]([c:2]1[cH:3][cH:4][cH:5][cH:6][cH:7]1)[O:8][c:9]1[cH:10][cH:11][c:12](-[c:15]2[c:16](=[O:24])[n:17]([CH3:23])[c:18]([NH:25][c:26]3[cH:27][cH:28][cH:29][cH:30][cH:31]3)[n:19][cH:20]2)[n:13][cH:14]1. Reactants: C(#N)[BH3-].[Na+] (sodium cyanoborohydride), ClC1=CC=C(CN2C(=NC=3N(C(N(C(C23)=O)CCOC2OCCCC2)=O)C)OCCOC=2C=C(C=O)C=CC2)C=C1 (3-(2-(7-(4-chlorobenzyl)-3-methyl-2,6-dioxo-1-(2-(tetrahydro-2H-pyran-2-yloxy)ethyl)-2,3,6,7-tetrahydro-1H-purin-8-yloxy)ethoxy)benzaldehyde), C(C)(=O)O (acetic acid), Cl.CNC (dimethylamine hydrochloride). The solvent is CO (methanol), C1CCOC1 (THF). Reaction conditions: time 1 hour. Yields the product ClC1=CC=C(CN2C(=NC=3N(C(N(C(C23)=O)CCOC2OCCCC2)=O)C)OCCOC2=CC(=CC=C2)CN(C)C)C=C1 (7-(4-chlorobenzyl)-8-(2-(3-((dimethylamino)methyl)phenoxy)ethoxy)-3-methyl-1-(2-(tetrahydro-2H-pyran-2-yloxy)ethyl)-1H-purine-2,6(3H,7H)-dione). Yield: 24.9%. RXN SMILES: [Cl:1][C:2]1[CH:41]=[CH:40][C:5]([CH2:6][N:7]2[C:15]3[C:14](=[O:16])[N:13]([CH2:17][CH2:18][O:19][CH:20]4[CH2:25][CH2:24][CH2:23][CH2:22][O:21]4)[C:12](=[O:26])[N:11]([CH3:27])[C:10]=3[N:9]=[C:8]2[O:28][CH2:29][CH2:30][O:31][C:32]2[CH:33]=[C:34]([CH:37]=[CH:38][CH:39]=2)[CH:35]=O)=[CH:4][CH:3]=1.C(O)(=O)C.Cl.[CH3:47][NH:48][CH3:49].C([BH3-])#N.[Na+]>CO.C1COCC1>[Cl:1][C:2]1[CH:41]=[CH:40][C:5]([CH2:6][N:7]2[C:15]3[C:14](=[O:16])[N:13]([CH2:17][CH2:18][O:19][CH:20]4[CH2:25][CH2:24][CH2:23][CH2:22][O:21]4)[C:12](=[O:26])[N:11]([CH3:27])[C:10]=3[N:9]=[C:8]2[O:28][CH2:29][CH2:30][O:31][C:32]2[CH:39]=[CH:38][CH:37]=[C:34]([CH2:35][N:48]([CH3:49])[CH3:47])[CH:33]=2)=[CH:4][CH:3]=1 |f:2.3,4.5|. Procedure: To a solution of 3-(2-(7-(4-chlorobenzyl)-3-methyl-2,6-dioxo-1-(2-(tetrahydro-2H-pyran-2-yloxy)ethyl)-2,3,6,7-tetrahydro-1H-purin-8-yloxy)ethoxy)benzaldehyde (100 mg, 0.171 mmol) in methanol (3 mL) and THF (3 mL) was added acetic acid (0.2 ml, 3.49 mmol) and dimethylamine hydrochloride (90 mg, 1.10 mmol). The mixture was stirred at room temperature for 1 h. Then the mixture was cooled to 0° C., sodium cyanoborohydride (16.1 mg, 0.256 mmol) was added under a nitrogen atmosphere. The resulting mix... Starting materials: Cl.O[C@@H]1C[C@@H](NC1)C(=O)O (cis-4-hydroxy-D-proline hydrochloride), C1C(C)O1 (propylene oxide). Solvent: C(C)O (ethanol). Product: O[C@@H]1C[C@@H](NC1)C(=O)O (Cis-4-Hydroxy-D-Proline). Yield: 85.2%. RXN SMILES: Cl.[OH:2][C@H:3]1[CH2:7][NH:6][C@@H:5]([C:8]([OH:10])=[O:9])[CH2:4]1.C1OC1C>C(O)C>[OH:2][C@H:3]1[CH2:7][NH:6][C@@H:5]([C:8]([OH:10])=[O:9])[CH2:4]1 |f:0.1|. Procedure: To a solution of 4.5 g of cis-4-hydroxy-D-proline hydrochloride in 300 ml of ethanol, there was added 13.1 g of propylene oxide at room temperature and then the mixture was heated under refluxing for one hour. After allowing the reaction liquid to cool, the crystals precipitated were filtered off, washed with ethanol and then dried to give 3.0 g (yield 85.4%) of the title compound. Run in C(C)(C)O (isopropyl alcohol). The reactants are C(C1=CC=CC=C1)C(C)O (benzyl ethanol), C([O-])(O)=O.[Na+] (sodium bicarbonate), C(C=C)Cl (allyl chloride), C(C=C)Br (allyl bromide). Procedure details: A 2-liter autoclave was charged with benzyl ethanol hydrogenated-tallow amine (632.2 gm.; 1.5 mol), 133.9 gm. allyl chloride, 18.1 gm. allyl bromide, 160 gm. sodium bicarbonate, and 175 ml isopropyl alcohol. The mixture was allowed to react at 100° C. overnight. An aliquot was removed and found to contain 61.2% amine. The apparent slow reaction rate was due to a leak in the autoclave. When the problem was corrected, an additional 133.9 gm. of allyl chloride and 18.1 gm. allyl bromide was added. ... Reaction SMILES: [CH2:1]([CH:8]([OH:10])[CH3:9])[C:2]1[CH:7]=[CH:6][CH:5]=[CH:4][CH:3]=1.[CH2:11](Cl)[CH:12]=C.[CH2:15](Br)C=C.C(=O)(O)[O-].[Na+]>C(O)(C)C>[CH2:9]([C:8]([CH2:1][C:2]1[CH:7]=[CH:6][CH:5]=[CH:4][CH:3]=1)([OH:10])[CH3:15])[CH:11]=[CH2:12] |f:3.4|. Conditions: time 8 hour. Product: C(C=C)C(C)(O)CC1=CC=CC=C1 (Allyl benzyl ethanol).